Dataset: the Open Reaction Database (ORD), a public repository of structured organic reaction records. Task: describe an organic reaction: reactants, conditions, products, and yield Procedure details: Under nitrogen atmosphere, 263 parts of toluene, 53.0 parts of acrylonitrile and 68.2 parts of isoprene were introduced into a 30 mL glass reaction vessel, and 0.33 part of azobisisobutyronitrile was further added thereto, and stirred under heating at 80° C. After reaction for 15 hours, the same post-treatment as in Example 1 was carried out to give a random (isoprene/acrylonitrile) copolymer. The conversion rate of isoprene was 72% and the conversion rate of acrylonitrile was 60%. The molecular... The reactants are C(C=C)#N (acrylonitrile), C=CC(C)=C (isoprene), glass, N(=NC(C#N)(C)C)C(C#N)(C)C (azobisisobutyronitrile). Solvent: C1(=CC=CC=C1)C (toluene). Reaction conditions: temperature 80 celsius. As a reaction SMILES: [C:1](#[N:4])[CH:2]=[CH2:3].[CH2:5]=[CH:6][C:7](=[CH2:9])[CH3:8].N(C(C)(C)C#N)=NC(C)(C)C#N>C1(C)C=CC=CC=1>[CH2:5]=[CH:6][C:7](=[CH2:8])[CH3:9].[C:1](#[N:4])[CH:2]=[CH2:3] |f:4.5|. Product: C=CC(C)=C.C(C=C)#N (isoprene acrylonitrile). Starting materials: C(C)(C)(C)C1=NN(C(=C1)NC(=O)N[C@H]1CC[C@H](C2=CC=CC=C12)OC=1C=CC=2N(C1)C(=NN2)N2[C@H](CCCC2)C)C=2C=C(C=CC2)CCOS(=O)(=O)C (Methanesulfonic acid 2-{3-[3-tert-butyl-5-(3-{(1S,4R)-4-[3-((S)-2-methyl-piperidin-1-yl)-[1,2,4]triazolo[4,3-a]pyridin-6-yloxy]-1,2,3,4-tetrahydro-naphthalen-1-yl}-ureido)-pyrazol-1-yl]-phenyl}-ethyl ester), C(C)NC (N-ethylmethylamine), C1CCOC1 (THF). Yields the product C(=O)O.C(C)(C)(C)C=1C=C(N(N1)C1=CC(=CC=C1)CCN(C)CC)NC(=O)N[C@H]1CC[C@H](C2=CC=CC=C12)OC=1C=CC=2N(C1)C(=NN2)N2[C@H](CCCC2)C (1-(5-tert-Butyl-2-{3-[2-(ethyl-methyl-amino)-ethyl]-phenyl}-2H-pyrazol-3-yl)-3-{(1S,4R)-4-[3-((S)-2-methyl-piperidin-1-yl)-[1,2,4]triazolo[4,3-a]pyridin-6-yloxy]-1,2,3,4-tetrahydro-naphthalen-1-yl}-urea formate salt), solid. The yield is 24.0%. RXN SMILES: [C:1]([C:5]1[CH:9]=[C:8]([NH:10][C:11]([NH:13][C@@H:14]2[C:23]3[C:18](=[CH:19][CH:20]=[CH:21][CH:22]=3)[C@H:17]([O:24][C:25]3[CH:26]=[CH:27][C:28]4[N:29]([C:31]([N:34]5[CH2:39][CH2:38][CH2:37][CH2:36][C@@H:35]5[CH3:40])=[N:32][N:33]=4)[CH:30]=3)[CH2:16][CH2:15]2)=[O:12])[N:7]([C:41]2[CH:42]=[C:43]([CH2:47][CH2:48][O:49]S(C)(=O)=O)[CH:44]=[CH:45][CH:46]=2)[N:6]=1)([CH3:4])([CH3:3])[CH3:2].[CH2:54]([NH:56][CH3:57])[CH3:55].C1C[O:61]CC1>>[CH:48]([OH:49])=[O:61].[C:1]([C:5]1[CH:9]=[C:8]([NH:10][C:11]([NH:13][C@@H:14]2[C:23]3[C:18](=[CH:19][CH:20]=[CH:21][CH:22]=3)[C@H:17]([O:24][C:25]3[CH:26]=[CH:27][C:28]4[N:29]([C:31]([N:34]5[CH2:39][CH2:38][CH2:37][CH2:36][C@@H:35]5[CH3:40])=[N:32][N:33]=4)[CH:30]=3)[CH2:16][CH2:15]2)=[O:12])[N:7]([C:41]2[CH:46]=[CH:45][CH:44]=[C:43]([CH2:47][CH2:48][N:56]([CH2:54][CH3:55])[CH3:57])[CH:42]=2)[N:6]=1)([CH3:4])([CH3:2])[CH3:3] |f:3.4|. Procedure: A solution of Intermediate 131d (44.5 mg, 0.06 mmol) and N-ethylmethylamine (25.8 μL, 0.30 mmol) in THF (1 mL) was stirred at 60° C. for 20 h in a sealed tube. The mixture was concentrated in vacuo and the residue purified by MDAP (Method 7). The title product was isolated as an off-white solid (10 mg, 24%). LCMS (Method 5): Rt 3.68 min, m/z 704.6 [MH+]. 1H NMR (400 MHz, d6-DMSO): 0.91 (3H, d, J=6.2 Hz), 0.96 (3H, t, J=7.5 Hz), 1.28 (9H, s), 1.50 (2H, m), 1.66 (2H, m), 1.76-2.17 (6H, overlapped ... Starting materials: CC(=O)C(C)C (isopropyl methyl ketone), Cl.[N+](=O)([O-])C=1C=C(C=CC1)NN (3-nitrophenylhydrazine hydrochloride), O.O.O.C(C)(=O)[O-].[Na+] (sodium acetate trihydrate). The solvent is O (H2O), CCO (EtOH). Reaction conditions: temperature 80 celsius, time 1 hour. The product is [N+](=O)([O-])C=1C=C(C=CC1)N\N=C(/C)\C(C)C ((2E)-3-Methylbutan-2-one (3-nitrophenyl)hydrazone). RXN SMILES: [CH3:1][C:2]([CH:4]([CH3:6])[CH3:5])=O.Cl.[N+:8]([C:11]1[CH:12]=[C:13]([NH:17][NH2:18])[CH:14]=[CH:15][CH:16]=1)([O-:10])=[O:9].O.O.O.C([O-])(=O)C.[Na+]>O.CCO>[N+:8]([C:11]1[CH:12]=[C:13]([NH:17]/[N:18]=[C:2](/[CH:4]([CH3:6])[CH3:5])\[CH3:1])[CH:14]=[CH:15][CH:16]=1)([O-:10])=[O:9] |f:1.2,3.4.5.6.7|. Procedure details: A mixture of isopropyl methyl ketone (2.5 g, 29 mol), 3-nitrophenylhydrazine hydrochloride (6.1 g, 32 mmol) and sodium acetate trihydrate (4.8 g, 35 mmol) in H2O (50 mL) and EtOH (50 mL) was stirred at 80° C. for 1 h. The reaction mixture was cooled and then concentrated under reduced pressure. The residue was partitioned between saturated aqueous NaHCO3 (100 mL) and CHCl3 (150 mL). The organic layer was removed and the aqueous phase was further extracted with CHCl3 (100 mL). The combined organi... Reactants: C(C)(C)(C)OC(NCCCOC1=C(C=C(C=C1)Cl)[N+](=O)[O-])=O ([3-(4-Chloro-2-nitro-phenoxy)-propyl]-carbamic acid tert-butyl ester). Reagents/catalysts: [Pt]=O (Platinum oxide). Solvent: C(C)O (ethanol). Yields the product C(C)(C)(C)OC(NCCCOC1=C(C=C(C=C1)Cl)N)=O ([3-(2-Amino-4-chloro-phenoxy)-propyl]-carbamic acid tert-butyl ester). Isolated yield 85.9%. As a reaction SMILES: [C:1]([O:5][C:6](=[O:22])[NH:7][CH2:8][CH2:9][CH2:10][O:11][C:12]1[CH:17]=[CH:16][C:15]([Cl:18])=[CH:14][C:13]=1[N+:19]([O-])=O)([CH3:4])([CH3:3])[CH3:2]>C(O)C.[Pt]=O>[C:1]([O:5][C:6](=[O:22])[NH:7][CH2:8][CH2:9][CH2:10][O:11][C:12]1[CH:17]=[CH:16][C:15]([Cl:18])=[CH:14][C:13]=1[NH2:19])([CH3:4])([CH3:2])[CH3:3]. Procedure: A solution of [3-(4-Chloro-2-nitro-phenoxy)-propyl]-carbamic acid tert-butyl ester (1.78 g) was hydrogenated in ethanol (50 ml) in presence of Platinum oxide (178 mg) for 2 hours. The mixture was filtrated over a pad of celite and concentrated under vacuum. The crude reaction was purified by flash chromatography to afford [3-(2-Amino-4-chloro-phenoxy)-propyl]-carbamic acid tert-butyl ester (1.39 g, yield=86%) as a viscous oil which solidified slowly: Reactants: OC=1C=C(C=CC1)C(C)=O (3′-hydroxy-acetophenone), BrCC1CCCCC1 (bromomethylcyclohexane). Product: C1(CCCCC1)COC=1C=C(C=CC1)C(C)=O (1-(3-(cyclohexylmethoxy)phenyl)ethanone). Reaction SMILES: [OH:1][C:2]1[CH:3]=[C:4]([C:8](=[O:10])[CH3:9])[CH:5]=[CH:6][CH:7]=1.Br[CH2:12][CH:13]1[CH2:18][CH2:17][CH2:16][CH2:15][CH2:14]1>>[CH:13]1([CH2:12][O:1][C:2]2[CH:3]=[C:4]([C:8](=[O:10])[CH3:9])[CH:5]=[CH:6][CH:7]=2)[CH2:18][CH2:17][CH2:16][CH2:15][CH2:14]1. Procedure details: Alkylation of 3′-hydroxy-acetophenone by bromomethylcyclohexane (2) was performed following the method given in Example 1. The product was purified by flash chromatography (5 to 30% EtOAc/hexane gradient) to give 1-(3-(cyclohexylmethoxy)phenyl)ethanone (103) as a colorless oil. Yield (3.17 g, 45%). 1H NMR (400 MHz, DMSO-d6) δ 7.50 (dt, J=1.4, 6.3 Hz, 1H), 7.36-7.42 (m, 2H), 7.16 (ddd, J=1.0, 2.7, 8.2 Hz, 1H), 3.80 (d, J=6.3 Hz, 2H), 2.54 (s, 3H), 1.60-1.80 (m, 6H), 1.10-1.30 (m, 3H), 0.90-1.10 (... The reactants are CN1CCNCC1, CS(=O)c1nccc(-c2sc(Cl)nc2-c2ccccc2)n1, C1CCOC1, O. Yields the product CN1CCN(c2nc(-c3ccccc3)c(-c3ccnc(S(C)=O)n3)s2)CC1. As a reaction SMILES: [CH3:1][N:2]1[CH2:3][CH2:4][NH:5][CH2:6][CH2:7]1.[Cl:8][c:9]1[s:10][c:11](-[c:20]2[n:21][c:22]([S:26](=[O:27])[CH3:28])[n:23][cH:24][cH:25]2)[c:12](-[c:14]2[cH:15][cH:16][cH:17][cH:18][cH:19]2)[n:13]1.[O:29]1[CH2:30][CH2:31][CH2:32][CH2:33]1.[OH2:34]>>[CH3:1][N:2]1[CH2:3][CH2:4][N:5]([c:9]2[s:10][c:11](-[c:20]3[n:21][c:22]([S:26](=[O:27])[CH3:28])[n:23][cH:24][cH:25]3)[c:12](-[c:14]3[cH:15][cH:16][cH:17][cH:18][cH:19]3)[n:13]2)[CH2:6][CH2:7]1.